From a dataset of the Open Reaction Database (ORD), a public repository of structured organic reaction records. describe an organic reaction: reactants, conditions, products, and yield Reactants: N1C(C=CC2=CC=CC=C12)=O (quinolone), N1C(C=CC2=CC=CC=C12)=O (quinolone), quinolones, BrC1=C(C=C(C(=O)Cl)C=C1)F (4-bromo-3-fluoro-benzoyl chloride), [K+].C(C)OC(CC(=O)[O-])=O (malonic acid monoethyl ester monopotassium salt). Product: C(C)(=O)OC(C1=CC=CC=C1)=O (benzoyl acetate). Reaction SMILES: N1[C:10]2[C:5](=[CH:6][CH:7]=[CH:8][CH:9]=2)[CH:4]=CC1=O.BrC1C=CC(C(Cl)=[O:18])=CC=1F.[K+].C([O:26][C:27](=[O:32])[CH2:28]C([O-])=O)C>>[C:27]([O:32][C:4](=[O:18])[C:5]1[CH:6]=[CH:7][CH:8]=[CH:9][CH:10]=1)(=[O:26])[CH3:28] |f:2.3|. Procedure details: As an alternative to the quinolone synthesis outlined above, the quinolone nucleus may be formed using the route illustrated in Scheme II. Similar methodology for the preparation of quinolones was first described in German patent application DE3142854. Starting from a 4-bromo-3-fluoro-benzoyl chloride, condensation with malonic acid monoethyl ester monopotassium salt gives a benzoyl acetate that is subsequently reacted with triethyl orthoformate. The resulting ethoxymethylene derivative is react... RXN SMILES: [C:4]([CH2:5][SH:6])(=[O:7])[O:8][CH3:9].[CH3:10][C:11]([CH3:12])([CH3:13])[c:14]1[cH:15][c:16]([CH2:24][CH2:25][CH:26]2[CH:27]([c:31]3[cH:32][c:33]([CH3:34])[cH:35][cH:36][c:37]3[S:38]([O-:39])(=[O:40])=[O:41])[CH2:28][CH2:29][CH2:30]2)[cH:17][c:18]([C:20]([CH3:21])([CH3:22])[CH3:23])[cH:19]1.[CH3:1][O-:2].[CH3:42][OH:43].[Na+:3]>>[C:4]([CH2:5][S:6][CH:27]1[CH:26]([CH2:25][CH2:24][c:16]2[cH:15][c:14]([C:11]([CH3:10])([CH3:12])[CH3:13])[cH:19][c:18]([C:20]([CH3:21])([CH3:22])[CH3:23])[cH:17]2)[CH2:30][CH2:29][CH2:28]1)(=[O:7])[O:8][CH3:9]. The product is COC(=O)CSC1CCCC1CCc1cc(C(C)(C)C)cc(C(C)(C)C)c1. Reactants: COC(=O)CS, Cc1ccc(S(=O)(=O)[O-])c(C2CCCC2CCc2cc(C(C)(C)C)cc(C(C)(C)C)c2)c1, C[O-], CO, [Na+].